From a dataset of the Open Reaction Database (ORD), a public repository of structured organic reaction records. describe an organic reaction: reactants, conditions, products, and yield The reactants are C(C)(C)(C)C1=NN(C(=C1)NC(=O)N[C@H]1CC[C@H](C2=CC=CC=C12)OC=1C=CC=2N(C1)C(=NN2)N2[C@H](CCCC2)C)C=2C=C(COS(=O)(=O)C)C=CC2 (Methanesulfonic acid 3-[3-tert-butyl-5-(3-{(1S,4R)-4-[3-((S)-2-methyl-piperidin-1-yl)-[1,2,4]triazolo[4,3-a]pyridin-6-yloxy]-1,2,3,4-tetrahydro-naphthalen-1-yl}-ureido)-pyrazol-1-yl]benzyl ester), CCN(C(C)C)C(C)C (DIPEA), Cl.FC1CCNCC1 (4-fluoropiperidine hydrochloride), C1CCOC1 (THF). Run at temperature 50 celsius, time 24 hour. Product: C(=O)O.C(C)(C)(C)C=1C=C(N(N1)C1=CC(=CC=C1)CN1CCC(CC1)F)NC(=O)N[C@H]1CC[C@H](C2=CC=CC=C12)OC=1C=CC=2N(C1)C(=NN2)N2[C@H](CCCC2)C (1-{5-tert-Butyl-2-[3-(4-fluoro-piperidin-1-ylmethyl)-phenyl]-2H-pyrazol-3-yl}-3-{(1S,4R)-4-[3-((S)-2-methyl-piperidin-1-yl)-[1,2,4]triazolo[4,3-a]pyridin-6-yloxy]-1,2,3,4-tetrahydro-naphthalen-1-yl}-urea formate salt). Yield: 16.0%. RXN SMILES: [C:1]([C:5]1[CH:9]=[C:8]([NH:10][C:11]([NH:13][C@@H:14]2[C:23]3[C:18](=[CH:19][CH:20]=[CH:21][CH:22]=3)[C@H:17]([O:24][C:25]3[CH:26]=[CH:27][C:28]4[N:29]([C:31]([N:34]5[CH2:39][CH2:38][CH2:37][CH2:36][C@@H:35]5[CH3:40])=[N:32][N:33]=4)[CH:30]=3)[CH2:16][CH2:15]2)=[O:12])[N:7]([C:41]2[CH:42]=[C:43]([CH:50]=[CH:51][CH:52]=2)[CH2:44][O:45]S(C)(=O)=O)[N:6]=1)([CH3:4])([CH3:3])[CH3:2].CCN(C(C)C)C(C)C.Cl.[F:63][CH:64]1[CH2:69][CH2:68][NH:67][CH2:66][CH2:65]1.C1C[O:73]CC1>>[CH:44]([OH:45])=[O:73].[C:1]([C:5]1[CH:9]=[C:8]([NH:10][C:11]([NH:13][C@@H:14]2[C:23]3[C:18](=[CH:19][CH:20]=[CH:21][CH:22]=3)[C@H:17]([O:24][C:25]3[CH:26]=[CH:27][C:28]4[N:29]([C:31]([N:34]5[CH2:39][CH2:38][CH2:37][CH2:36][C@@H:35]5[CH3:40])=[N:32][N:33]=4)[CH:30]=3)[CH2:16][CH2:15]2)=[O:12])[N:7]([C:41]2[CH:52]=[CH:51][CH:50]=[C:43]([CH2:44][N:67]3[CH2:68][CH2:69][CH:64]([F:63])[CH2:65][CH2:66]3)[CH:42]=2)[N:6]=1)([CH3:4])([CH3:3])[CH3:2] |f:2.3,5.6|. Procedure: To a solution of Intermediate 167b (0.19 mmol) in THF (2 mL) was added DIPEA (260 μL, 1.5 mmol) and 4-fluoropiperidine hydrochloride (104 mg, 0.75 mmol) and the reaction stirred at 50° C. for 24 h. The crude reaction mixture was cooled and partitioned between EtOAc and water. The aqueous phase was extracted with EtOAc (×3) and the combined organic layers were washed with brine, dried (MgSO4) and concentrated in vacuo. The resulting residue was purified by FCC on silica, using a gradient of 0-10%... Starting materials: C(C1=CC=CC=C1)C1=NC=CN=C1 (2-benzylpyrazine). Reagents/catalysts: [Pt](=O)=O (platinum dioxide). Run in C(C)(=O)O (acetic acid). Conditions: temperature 20 celsius, time 2 hour. Product: C(C1=CC=CC=C1)C1NCCNC1 ((RS)-2-Benzylpiperazine). Yield: 64.2%. Reaction SMILES: [CH2:1]([C:8]1[CH:13]=[N:12][CH:11]=[CH:10][N:9]=1)[C:2]1[CH:7]=[CH:6][CH:5]=[CH:4][CH:3]=1>C(O)(=O)C.[Pt](=O)=O>[CH2:1]([CH:8]1[CH2:13][NH:12][CH2:11][CH2:10][NH:9]1)[C:2]1[CH:7]=[CH:6][CH:5]=[CH:4][CH:3]=1. Reported procedure: A solution of 2-benzylpyrazine (8 g) in acetic acid (60 cc) is treated with platinum dioxide (0.8 g) and hydrogenated under a pressure of 1 atmosphere at approximately 20° C. When the absorption of hydrogen is complete, the catalyst is removed by filtration through diatomaceous silica. The solution is concentrated to dryness under reduced pressure (20 kPa) at approximately 60° C. The dry extract is suspended in ethanol (40 cc) and treated at approximately 20° C. with a solution of sodium ethylat... The reactants are C (charcoal), C(C)(=O)OC(C)=O (acetic anhydride), C(C)(=O)OC[C@@H]1OCO[C@H]1COC(C)=O ((4S,5S)-4,5-bis(acetoxymethyl)-1,3-dioxolane), C(O)([O-])=O.[Na+] (sodium hydrogen carbonate). Reagents/catalysts: [Cl-].[Zn+2].[Cl-] (zinc chloride), [Cl-].[Zn+2].[Cl-] (zinc chloride). Run in C(C)(=O)O (acetic acid), C(C)(=O)OCC (ethyl acetate). Yields the product yellow oil, C(C)(=O)OCO[C@@H](COC(C)=O)[C@H](COC(C)=O)OC(C)=O ((2S,3S)-2-acetoxymethoxy-1,3,4-triacetoxybutane). Yield: 87.7%. Reaction SMILES: [C:1]([O:4][C:5](=[O:7])[CH3:6])(=[O:3])C.[C:8]([O:11][CH2:12][C@H:13]1[C@H:17]([CH2:18][O:19][C:20](=[O:22])[CH3:21])[O:16][CH2:15][O:14]1)(=[O:10])[CH3:9].C.[C:24](=O)([O-])O.[Na+]>[Cl-].[Zn+2].[Cl-].C(OCC)(=O)C.C(O)(=O)C>[C:5]([O:4][CH2:1][O:3][C@H:13]([C@@H:17]([O:16][C:15](=[O:14])[CH3:24])[CH2:18][O:19][C:20](=[O:22])[CH3:21])[CH2:12][O:11][C:8](=[O:10])[CH3:9])(=[O:7])[CH3:6] |f:3.4,5.6.7|. Procedure: 100.2 g of acetic anhydride was added to 61.0 g of (4S,5S)-4,5-bis(acetoxymethyl)-1,3-dioxolane obtained in Example 15. To this was added 11.8 g of glacial acetic acid to dissolve the mixture. 3.4 g of anhydrous zinc chloride was added while stirring. The zinc chloride was slowly dissolved to change the color of the mixture from yellow into charcoal. After the reaction overnight, the reaction mixture was charged into a separating funnel which contained 500 ml of ethyl acetate. To this was added ... Starting materials: Cc1ccccc1, Cl, [H][H], [Na+], [OH-], O, OCc1ccccc1, O=S(=O)(O)O, CC(C)c1c(C(=O)Nc2ccccc2)c(-c2ccccc2)c(-c2ccc(F)cc2)n1CCC1CC=CC(=O)O1. Yields the product CC(C)c1c(C(=O)Nc2ccccc2)c(-c2ccccc2)c(-c2ccc(F)cc2)n1CCC1CC(O)CC(=O)O1. As a reaction SMILES: [CH3:59][c:60]1[cH:61][cH:62][cH:63][cH:64][cH:65]1.[ClH:50].[H:56][H:57].[Na+:49].[OH-:48].[OH2:58].[OH:40][CH2:41][c:42]1[cH:43][cH:44][cH:45][cH:46][cH:47]1.[S:51](=[O:52])(=[O:53])([OH:54])[OH:55].[c:1]1([NH:7][C:8](=[O:9])[c:10]2[c:11]([CH:37]([CH3:38])[CH3:39])[n:12]([CH2:28][CH2:29][CH:30]3[O:31][C:32](=[O:36])[CH:33]=[CH:34][CH2:35]3)[c:13](-[c:21]3[cH:22][cH:23][c:24]([F:27])[cH:25][cH:26]3)[c:14]2-[c:15]2[cH:16][cH:17][cH:18][cH:19][cH:20]2)[cH:2][cH:3][cH:4][cH:5][cH:6]1>>[c:1]1([NH:7][C:8](=[O:9])[c:10]2[c:11]([CH:37]([CH3:38])[CH3:39])[n:12]([CH2:28][CH2:29][CH:30]3[O:31][C:32](=[O:36])[CH2:33][CH:34]([OH:40])[CH2:35]3)[c:13](-[c:21]3[cH:22][cH:23][c:24]([F:27])[cH:25][cH:26]3)[c:14]2-[c:15]2[cH:16][cH:17][cH:18][cH:19][cH:20]2)[cH:2][cH:3][cH:4][cH:5][cH:6]1. Starting materials: NC1=C(C(=O)NCCCCC)C=CC=C1 (2-Amino-N-pentylbenzamide), C(CCCC)N (amylamine), C1=2C(=O)OC(NC1=CC=CC2)=O (isatoic anhydride). The product is N1C(=NCC1)CNC1=C(C(=O)NCCCCC)C=CC=C1 (2-[(4,5-dihydro-1H-imidazol-2-ylmethyl)amino]-N-pentylbenzamide). As a reaction SMILES: [NH2:1][C:2]1[CH:15]=[CH:14][CH:13]=[CH:12][C:3]=1[C:4]([NH:6][CH2:7][CH2:8][CH2:9][CH2:10][CH3:11])=[O:5].[CH2:16]([NH2:21])[CH2:17]CCC.[C:22]12[C:28](=CC=CC=1)[NH:27]C(=O)OC2=O>>[NH:27]1[CH2:28][CH2:22][N:21]=[C:16]1[CH2:17][NH:1][C:2]1[CH:15]=[CH:14][CH:13]=[CH:12][C:3]=1[C:4]([NH:6][CH2:7][CH2:8][CH2:9][CH2:10][CH3:11])=[O:5]. Procedure: 2-Amino-N-pentylbenzamide (prepared from amylamine and isatoic anhydride, using the methods described in Example 17) and CMI were reacted using conditions described in the general procedure for CMI coupling to give 2-[(4,5-dihydro-1H-imidazol-2-ylmethyl)amino]-N-pentylbenzamide. The product is COc1cccc(COc2c(Br)cc(C=O)cc2[N+](=O)[O-])c1. Reactants: O=Cc1cc(Br)c(O)c([N+](=O)[O-])c1, COc1cccc(CO)c1, ClCCl, CCOC(=O)N=NC(=O)OCC, c1ccc(P(c2ccccc2)c2ccccc2)cc1. RXN SMILES: [Br:1][c:2]1[cH:3][c:4]([CH:5]=[O:6])[cH:7][c:8]([N+:11](=[O:12])[O-:13])[c:9]1[OH:10].[CH3:14][O:15][c:16]1[cH:17][c:18]([CH2:19][OH:20])[cH:21][cH:22][cH:23]1.[Cl:55][CH2:56][Cl:57].[O:43]=[C:44]([O:45][CH2:46][CH3:47])[N:48]=[N:49][C:50]([O:51][CH2:52][CH3:53])=[O:54].[c:24]1([P:25]([c:26]2[cH:27][cH:28][cH:29][cH:30][cH:31]2)[c:32]2[cH:33][cH:34][cH:35][cH:36][cH:37]2)[cH:38][cH:39][cH:40][cH:41][cH:42]1>>[Br:1][c:2]1[cH:3][c:4]([CH:5]=[O:6])[cH:7][c:8]([N+:11](=[O:12])[O-:13])[c:9]1[O:10][CH2:19][c:18]1[cH:17][c:16]([O:15][CH3:14])[cH:23][cH:22][cH:21]1.